This data is from the Open Reaction Database (ORD), a public repository of structured organic reaction records. The task is: describe an organic reaction: reactants, conditions, products, and yield The reactants are NC1=NC=C(C(=O)OC)C=C1C#CC1=CC(=CC=C1)N (methyl 6-amino-5-((3-aminophenyl)ethynyl)nicotinate), COC=1C=C(C(=O)O)C=CC1 (3-methoxybenzoic acid). Product: NC1=NC=C(C(=O)OC)C=C1C#CC1=CC(=CC=C1)NC(C1=CC(=CC=C1)OC)=O (Methyl 6-amino-5-((3-(3-methoxybenzamido)phenyl)ethynyl)nicotinate). Reaction SMILES: [NH2:1][C:2]1[C:11]([C:12]#[C:13][C:14]2[CH:19]=[CH:18][CH:17]=[C:16]([NH2:20])[CH:15]=2)=[CH:10][C:5]([C:6]([O:8][CH3:9])=[O:7])=[CH:4][N:3]=1.[CH3:21][O:22][C:23]1[CH:24]=[C:25]([CH:29]=[CH:30][CH:31]=1)[C:26](O)=[O:27]>>[NH2:1][C:2]1[C:11]([C:12]#[C:13][C:14]2[CH:19]=[CH:18][CH:17]=[C:16]([NH:20][C:26](=[O:27])[C:25]3[CH:29]=[CH:30][CH:31]=[C:23]([O:22][CH3:21])[CH:24]=3)[CH:15]=2)=[CH:10][C:5]([C:6]([O:8][CH3:9])=[O:7])=[CH:4][N:3]=1. Reported procedure: In a manner similar to that described in Example 1, methyl 6-amino-5-((3-aminophenyl)ethynyl)nicotinate and 3-methoxybenzoic acid are converted to the title compound. Starting materials: [BH4-], CO, CC(=O)c1ccc(C2CCCCC2)cc1, [Na+]. The product is CC(O)c1ccc(C2CCCCC2)cc1. Reaction SMILES: [BH4-:1].[CH3:18][OH:19].[CH:3]1([c:9]2[cH:10][cH:11][c:12]([C:15]([CH3:16])=[O:17])[cH:13][cH:14]2)[CH2:4][CH2:5][CH2:6][CH2:7][CH2:8]1.[Na+:2]>>[CH:3]1([c:9]2[cH:10][cH:11][c:12]([CH:15]([CH3:16])[OH:17])[cH:13][cH:14]2)[CH2:4][CH2:5][CH2:6][CH2:7][CH2:8]1. Starting materials: O=C([O-])[O-], C1CCNC1, CN(C)C=O, NC(=O)c1sc(-n2cnc3ccc(OCCCCl)cc32)nc1-c1cccc(Cl)c1, [I-], [K+], [K+], [K+]. The product is NC(=O)c1sc(-n2cnc3ccc(OCCCN4CCCC4)cc32)nc1-c1cccc(Cl)c1. As a reaction SMILES: [C:30](=[O:31])([O-:32])[O-:33].[CH2:38]1[CH2:39][CH2:40][NH:41][CH2:42]1.[CH3:43][N:44]([CH3:45])[CH:46]=[O:47].[Cl:1][CH2:2][CH2:3][CH2:4][O:5][c:6]1[cH:7][cH:8][c:9]2[c:10]([n:11](-[c:14]3[s:15][c:16]([C:26](=[O:27])[NH2:28])[c:17](-[c:19]4[cH:20][c:21]([Cl:25])[cH:22][cH:23][cH:24]4)[n:18]3)[cH:12][n:13]2)[cH:29]1.[I-:37].[K+:34].[K+:35].[K+:36]>>[CH2:2]([CH2:3][CH2:4][O:5][c:6]1[cH:7][cH:8][c:9]2[c:10]([n:11](-[c:14]3[s:15][c:16]([C:26](=[O:27])[NH2:28])[c:17](-[c:19]4[cH:20][c:21]([Cl:25])[cH:22][cH:23][cH:24]4)[n:18]3)[cH:12][n:13]2)[cH:29]1)[N:41]1[CH2:40][CH2:39][CH2:38][CH2:42]1. The reactants are C(C)OC(=O)N1CCN(CC1)CCC1=CC=C(C=C1)F (1-(ethoxycarbonyl)-4-(2-[4-fluorophenyl]ethyl)piperazine), [OH-].[K+] (potassium hydroxide). Run in C(C)O (ethanol). Yields the product FC1=CC=C(C=C1)CCN1CCNCC1 (1-[2-(4-fluorophenyl)ethyl]piperazine). Yield: 59.5%. Reaction SMILES: C(OC([N:6]1[CH2:11][CH2:10][N:9]([CH2:12][CH2:13][C:14]2[CH:19]=[CH:18][C:17]([F:20])=[CH:16][CH:15]=2)[CH2:8][CH2:7]1)=O)C.[OH-].[K+]>C(O)C>[F:20][C:17]1[CH:18]=[CH:19][C:14]([CH2:13][CH2:12][N:9]2[CH2:8][CH2:7][NH:6][CH2:11][CH2:10]2)=[CH:15][CH:16]=1 |f:1.2|. Reported procedure: As in the foregoing Example, 48.6 g of the carbamate is hydrolyzed with 50 g potassium hydroxide in 50 ml ethanol at 120° C. Processing gives 21.5 g (60%) 1-[2-(4-fluorophenyl)ethyl]piperazine with a b.p. of 142° C./3 Torr. It may be transformed into a dimaleate crystallizing from 95% ethanol as a hemihydrate and melting at 164.5°-166.5° C. The reactants are solution, S(C)C ((CH3)2S), ClCCl (dichloromethane), FC=1C=C(C2=C(CCC(O2)C(=O)O)C1)[N+](=O)[O-] ((±)-6-fluoro-3,4-dihydro-8-nitro-2H-1-benzopyran-2-carboxylic acid). Run in O1CCCC1 (tetrahydrofuran). The product is FC=1C=C(C2=C(CCC(O2)CO)C1)[N+](=O)[O-] ((±)-6-fluoro-3,4-dihydro-8-nitro-2H-1-benzopyran-2-methanol). The yield is 103.9%. RXN SMILES: S(C)C.ClCCl.[F:7][C:8]1[CH:9]=[C:10]([N+:21]([O-:23])=[O:22])[C:11]2[O:16][CH:15]([C:17](O)=[O:18])[CH2:14][CH2:13][C:12]=2[CH:20]=1>O1CCCC1>[F:7][C:8]1[CH:9]=[C:10]([N+:21]([O-:23])=[O:22])[C:11]2[O:16][CH:15]([CH2:17][OH:18])[CH2:14][CH2:13][C:12]=2[CH:20]=1. Procedure: A 1M solution of (CH3)2S.BH3 in dichloromethane (0.28 mol) was added dropwise to a mixture of intermediate 13-b (0.25 mol) in tetrahydrofuran (800 ml), stirred under N2 flow. About 60 ml of the solvent was removed by distillation. The reaction mixture was stirred and refluxed for 2 h. The mixture was cooled, decomposed with CH3OH (20 ml), poured out into H2O/NaOH and this mixture was extracted with CH2Cl2. The separated organic layer was washed with water, dried (MgSO4), filtered and the solvent...